Task: describe an organic reaction: reactants, conditions, products, and yield. Dataset: the Open Reaction Database (ORD), a public repository of structured organic reaction records Starting materials: O=C([O-])[O-], CS(C)=O, CC(C)n1ncnc1-c1nc2c(s1)CCOc1cc(C3CN(C(C)(C)C#N)C3)ccc1-2, [K+], [K+], O, OO. Product: CC(C)n1ncnc1-c1nc2c(s1)CCOc1cc(C3CN(C(C)(C)C(N)=O)C3)ccc1-2. RXN SMILES: [C:32]([O-:33])(=[O:34])[O-:35].[CH3:41][S:42]([CH3:43])=[O:44].[CH:1]([CH3:2])([CH3:3])[n:4]1[n:5][cH:6][n:7][c:8]1-[c:9]1[s:10][c:11]2[c:17]([n:18]1)-[c:16]1[c:15]([cH:22][c:21]([CH:23]3[CH2:24][N:25]([C:27]([C:28]#[N:29])([CH3:30])[CH3:31])[CH2:26]3)[cH:20][cH:19]1)[O:14][CH2:13][CH2:12]2.[K+:36].[K+:37].[OH2:40].[OH:38][OH:39]>>[CH:1]([CH3:2])([CH3:3])[n:4]1[n:5][cH:6][n:7][c:8]1-[c:9]1[s:10][c:11]2[c:17]([n:18]1)-[c:16]1[c:15]([cH:22][c:21]([CH:23]3[CH2:24][N:25]([C:27]([C:28]([NH2:29])=[O:33])([CH3:30])[CH3:31])[CH2:26]3)[cH:20][cH:19]1)[O:14][CH2:13][CH2:12]2. The reactants are Oc1cccc(Br)c1, CCOC(=O)CCCBr, [K+], [K+], O=C([O-])[O-], CN(C)C=O. Yields the product CCOC(=O)CCCOc1cccc(Br)c1. As a reaction SMILES: [Br:1][c:2]1[cH:3][c:4]([OH:8])[cH:5][cH:6][cH:7]1.[Br:9][CH2:10][CH2:11][CH2:12][C:13](=[O:14])[O:15][CH2:16][CH3:17].[K+:18].[K+:19].[O-:20][C:21]([O-:22])=[O:23].[O:24]=[CH:25][N:26]([CH3:27])[CH3:28]>>[Br:1][c:2]1[cH:3][c:4]([O:8][CH2:10][CH2:11][CH2:12][C:13](=[O:14])[O:15][CH2:16][CH3:17])[cH:5][cH:6][cH:7]1.